This data is from the Open Reaction Database (ORD), a public repository of structured organic reaction records. The task is: describe an organic reaction: reactants, conditions, products, and yield Reactants: ClCCl, COc1cc(-c2coc3c(I)cnc(N)c23)ccc1NC(=O)OC(C)(C)C, O=C(O)C(F)(F)F. Yields the product COc1cc(-c2coc3c(I)cnc(N)c23)ccc1N. Reaction SMILES: [Cl:35][CH2:36][Cl:37].[NH2:1][c:2]1[n:3][cH:4][c:5]([I:27])[c:6]2[c:7]1[c:8](-[c:11]1[cH:12][c:13]([O:25][CH3:26])[c:14]([NH:17][C:18](=[O:19])[O:20][C:21]([CH3:22])([CH3:23])[CH3:24])[cH:15][cH:16]1)[cH:9][o:10]2.[OH:28][C:29]([C:30]([F:31])([F:32])[F:33])=[O:34]>>[NH2:1][c:2]1[n:3][cH:4][c:5]([I:27])[c:6]2[c:7]1[c:8](-[c:11]1[cH:12][c:13]([O:25][CH3:26])[c:14]([NH2:17])[cH:15][cH:16]1)[cH:9][o:10]2. Starting materials: BrCc1ccccc1, C1CCOC1, OCc1c(CN2CCN(c3ccc(Cl)cc3Cl)CC2)nc2ccc(Cl)cn12, [H-], [Na+]. Reaction SMILES: [Br:30][CH2:31][c:32]1[cH:33][cH:34][cH:35][cH:36][cH:37]1.[CH2:38]1[O:39][CH2:40][CH2:41][CH2:42]1.[Cl:1][c:2]1[cH:3][cH:4][c:5]2[n:6]([cH:7]1)[c:8]([CH2:26][OH:27])[c:9]([CH2:11][N:12]1[CH2:13][CH2:14][N:15]([c:18]3[c:19]([Cl:25])[cH:20][c:21]([Cl:24])[cH:22][cH:23]3)[CH2:16][CH2:17]1)[n:10]2.[H-:28].[Na+:29]>>[Cl:1][c:2]1[cH:3][cH:4][c:5]2[n:6]([cH:7]1)[c:8]([CH2:26][O:27][CH2:31][c:32]1[cH:33][cH:34][cH:35][cH:36][cH:37]1)[c:9]([CH2:11][N:12]1[CH2:13][CH2:14][N:15]([c:18]3[c:19]([Cl:25])[cH:20][c:21]([Cl:24])[cH:22][cH:23]3)[CH2:16][CH2:17]1)[n:10]2. The product is Clc1ccc(N2CCN(Cc3nc4ccc(Cl)cn4c3COCc3ccccc3)CC2)c(Cl)c1. The reactants are CC#N, ClCc1nc2cccnc2s1, c1ccc(C2CCNCC2)nc1. Yields the product c1ccc(C2CCN(Cc3nc4cccnc4s3)CC2)nc1. Reaction SMILES: [CH3:24][C:25]#[N:26].[Cl:1][CH2:2][c:3]1[s:4][c:5]2[n:6][cH:7][cH:8][cH:9][c:10]2[n:11]1.[NH:12]1[CH2:13][CH2:14][CH:15]([c:18]2[n:19][cH:20][cH:21][cH:22][cH:23]2)[CH2:16][CH2:17]1>>[CH2:2]([c:3]1[s:4][c:5]2[n:6][cH:7][cH:8][cH:9][c:10]2[n:11]1)[N:12]1[CH2:13][CH2:14][CH:15]([c:18]2[n:19][cH:20][cH:21][cH:22][cH:23]2)[CH2:16][CH2:17]1. The reactants are BrC1=NN=C(S1)C=1C=CC(=C(C#N)C1)F (5-(5-bromo-1,3,4-thiadiazol-2-yl)-2-fluorobenzonitrile), C(C)(C)(C)[Si](O[C@H]1CCC2=C(C=CC=C12)B1OC(C(O1)(C)C)(C)C)(C)C ((S)-tert-butyldimethyl((4-(4,4,5,5-tetramethyl-1,3,2-dioxaborolan-2-yl)-2,3-dihydro-1H-inden-1-yl)oxy)silane), C([O-])([O-])=O.[K+].[K+] (potassium carbonate). The solvent is COCCOC.O (DME H2O). Yields the product [Si](C)(C)(C(C)(C)C)O[C@H]1CCC2=C(C=CC=C12)C1=NN=C(S1)C=1C=CC(=C(C#N)C1)F ((S)-5-(5-(1-((tert-butyldimethylsilyl)oxy)-2,3-dihydro-1H-inden-4-yl)-1,3,4-thiadiazol-2-yl)-2-fluorobenzonitrile). The yield is 44.0%. Reaction SMILES: Br[C:2]1[S:6][C:5]([C:7]2[CH:8]=[CH:9][C:10]([F:15])=[C:11]([CH:14]=2)[C:12]#[N:13])=[N:4][N:3]=1.[C:16]([Si:20]([CH3:41])([CH3:40])[O:21][C@@H:22]1[C:30]2[C:25](=[C:26](B3OC(C)(C)C(C)(C)O3)[CH:27]=[CH:28][CH:29]=2)[CH2:24][CH2:23]1)([CH3:19])([CH3:18])[CH3:17].C(=O)([O-])[O-].[K+].[K+]>COCCOC.O>[Si:20]([O:21][C@@H:22]1[C:30]2[C:25](=[C:26]([C:2]3[S:6][C:5]([C:7]4[CH:8]=[CH:9][C:10]([F:15])=[C:11]([CH:14]=4)[C:12]#[N:13])=[N:4][N:3]=3)[CH:27]=[CH:28][CH:29]=2)[CH2:24][CH2:23]1)([C:16]([CH3:19])([CH3:18])[CH3:17])([CH3:41])[CH3:40] |f:2.3.4,5.6|. Procedure: Prepared using General Procedure 1: A 20 mL microwave vial was charged with 5-(5-bromo-1,3,4-thiadiazol-2-yl)-2-fluorobenzonitrile TDZ INT-3 (30 mg, 0.1 mmol), (S)-tert-butyldimethyl((4-(4,4,5,5-tetramethyl-1,3,2-dioxaborolan-2-yl)-2,3-dihydro-1H-inden-1-yl)oxy)silane IND INT-6 (43.6 mg, 0.11 mmol), potassium carbonate (44 mg, 0.32 mmol) and a 3:1 mixture of DME/H2O (2 mL). The reaction mixture was degassed by bubbling N2 gas through the stirring solution for 10 min. Pd(PPh3)4 was added and mixt... Reactants: FC(S(=O)(=O)OC1=C(C=C(C=C1)[C@@H]1OC[C@H](CC1)CCC)F)(F)F (2-fluoro-4-(trans-5-propyltetrahydropyran-2-yl)phenyl trifluoromethanesulfonate), FC=1C=C(OC(C2=C(C=C(C=C2F)B2OC(C(O2)(C)C)(C)C)F)(F)F)C=C(C1C(F)(F)F)F (2-{4-[(3,5-difluoro-4-trifluoromethylphenoxy)difluoromethyl]-3,5-difluorophenyl}-4,4,5,5-tetramethyl-1,3,2-dioxaborolan), C([O-])([O-])=O.[Na+].[Na+] (sodium carbonate). Reagents/catalysts: C=1C=CC(=CC1)[P](C=2C=CC=CC2)(C=3C=CC=CC3)[Pd]([P](C=4C=CC=CC4)(C=5C=CC=CC5)C=6C=CC=CC6)([P](C=7C=CC=CC7)(C=8C=CC=CC8)C=9C=CC=CC9)[P](C=1C=CC=CC1)(C=1C=CC=CC1)C=1C=CC=CC1 (tetrakis(triphenylphosphine)palladium(0)). Run in C1(=CC=CC=C1)C.C(C)O (toluene ethanol). Product: FC=1C=C(OC(C2=C(C=C(C=C2F)C2=C(C=C(C=C2)C2OCC(CC2)CCC)F)F)(F)F)C=C(C1C(F)(F)F)F (2-{4′-[(3,5-difluoro-4-trifluoromethylphenoxy)difluoromethyl]-2,3′,5′-trifluorobiphenyl-4-yl}-5-propyltetrahydropyran). As a reaction SMILES: FC(F)(F)S(O[C:7]1[CH:12]=[CH:11][C:10]([C@H:13]2[CH2:18][CH2:17][C@H:16]([CH2:19][CH2:20][CH3:21])[CH2:15][O:14]2)=[CH:9][C:8]=1[F:22])(=O)=O.[F:25][C:26]1[CH:27]=[C:28]([CH:50]=[C:51]([F:57])[C:52]=1[C:53]([F:56])([F:55])[F:54])[O:29][C:30]([F:49])([F:48])[C:31]1[C:36]([F:37])=[CH:35][C:34](B2OC(C)(C)C(C)(C)O2)=[CH:33][C:32]=1[F:47].C(=O)([O-])[O-].[Na+].[Na+]>C1(C)C=CC=CC=1.C(O)C.C1C=CC([P]([Pd]([P](C2C=CC=CC=2)(C2C=CC=CC=2)C2C=CC=CC=2)([P](C2C=CC=CC=2)(C2C=CC=CC=2)C2C=CC=CC=2)[P](C2C=CC=CC=2)(C2C=CC=CC=2)C2C=CC=CC=2)(C2C=CC=CC=2)C2C=CC=CC=2)=CC=1>[F:25][C:26]1[CH:27]=[C:28]([CH:50]=[C:51]([F:57])[C:52]=1[C:53]([F:54])([F:56])[F:55])[O:29][C:30]([F:48])([F:49])[C:31]1[C:32]([F:47])=[CH:33][C:34]([C:7]2[CH:12]=[CH:11][C:10]([CH:13]3[CH2:18][CH2:17][CH:16]([CH2:19][CH2:20][CH3:21])[CH2:15][O:14]3)=[CH:9][C:8]=2[F:22])=[CH:35][C:36]=1[F:37] |f:2.3.4,5.6,^1:77,79,98,117|. Procedure details: A mixture of 10.0 g (27.0 mmol) of 2-fluoro-4-(trans-5-propyltetrahydropyran-2-yl)phenyl trifluoromethanesulfonate and 14.3 g (29.4 mmol) of 2-{4-[(3,5-difluoro-4-trifluoromethylphenoxy)difluoromethyl]-3,5-difluorophenyl}-4,4,5,5-tetramethyl-1,3,2-dioxaborolan, 1.50 g (1.30 mmol) of tetrakis(triphenylphosphine)palladium(0) and 30 ml of 2 N sodium carbonate solution in 100 ml of toluene/ethanol (1:1) is heated under reflux for 20 h. After cooling, the organic phase is separated off, and the aqueo... The reactants are [OH-].[Na+] (sodium hydroxide), ClC1=CC=C2C(=CNC2=C1)C(C(F)(F)F)=O (1-(6-chloro-1H-indol-3-yl)-2,2,2-trifluoro-ethanone), C([O-])([O-])=O.[K+].[K+] (potassium carbonate), BrCCCCC (1-bromopentane). Run in CN(C=O)C (N,N-dimethylformamide). Conditions: temperature 60 celsius. The product is ClC1=CC=C2C(=CN(C2=C1)CCCCC)C(=O)O (6-chloro-1-pentyl-1H-indole-3-carboxylic acid). Yield: 98.0%. As a reaction SMILES: [Cl:1][C:2]1[CH:10]=[C:9]2[C:5]([C:6]([C:11](=[O:16])C(F)(F)F)=[CH:7][NH:8]2)=[CH:4][CH:3]=1.C(=O)([O-])[O-].[K+].[K+].Br[CH2:24][CH2:25][CH2:26][CH2:27][CH3:28].[OH-:29].[Na+]>CN(C)C=O>[Cl:1][C:2]1[CH:10]=[C:9]2[C:5]([C:6]([C:11]([OH:16])=[O:29])=[CH:7][N:8]2[CH2:24][CH2:25][CH2:26][CH2:27][CH3:28])=[CH:4][CH:3]=1 |f:1.2.3,5.6|. Procedure: A mixture of 1-(6-chloro-1H-indol-3-yl)-2,2,2-trifluoro-ethanone (300 mg, 1.21 mmol), potassium carbonate (419 mg, 3.03 mmol), and 1-bromopentane (0.23 mL, 1.82 mmol) in N,N-dimethylformamide (4 mL) in a sealed reaction vessel was heated at 60° C. for 16 h. At this time, the reaction was cooled to 25° C. and partitioned between water (30 mL) and ethyl acetate (30 mL). This mixture was treated with a 1N aqueous hydrochloric acid solution (6 mL), shaken, and separated. The organic layer was concen... The product is C(C)OC1=C(C=O)C=C(C=C1)OCC (2,5-Diethoxybenzaldehyde). The reactants are OC1=C(C=O)C=C(C=C1)O.N#N (2,5-dihydroxybenzaldehyde N2), ICC (iodoethane), C(=O)([O-])[O-].[K+].[K+] (K2CO3), CC(=O)C (acetone). Procedure details: A suspension of 9.66 g (70 mmol) 2,5-dihydroxybenzaldehyde N2, 32.75 g (210 mmol) iodoethane, 24.19 g (175 mmol) K2CO3 in 350 ml acetone was heated to reflux for 18 hours under nitrogen. The solvent was evaporated and the residue was dissolved in 300 ml CHCl3 and 300 ml water. The organic phase was washed with 2×300 ml 2.5% Na2CO3 and 300 ml saturated NaCl and dried over Na2SO4. The solvent was evaporated and the residue (13.5 g) purified with a silica gel column (silica gel 100, CHCl3/cyclohexa... As a reaction SMILES: [OH:1][C:2]1[CH:9]=[CH:8][C:7]([OH:10])=[CH:6][C:3]=1[CH:4]=[O:5].N#N.I[CH2:14][CH3:15].C([O-])([O-])=O.[K+].[K+].[CH3:22][C:23](C)=O>>[CH2:22]([O:1][C:2]1[CH:9]=[CH:8][C:7]([O:10][CH2:14][CH3:15])=[CH:6][C:3]=1[CH:4]=[O:5])[CH3:23] |f:0.1,3.4.5|. The reactants are CCNc1cc(S(=O)(=O)NC2CCC(C(=O)OC)CC2)ccc1Cl, Cl, [Li+], [OH-]. The product is CCNc1cc(S(=O)(=O)NC2CCC(C(=O)O)CC2)ccc1Cl. RXN SMILES: [Cl:1][c:2]1[c:3]([NH:22][CH2:23][CH3:24])[cH:4][c:5]([S:8](=[O:9])(=[O:10])[NH:11][CH:12]2[CH2:13][CH2:14][CH:15]([C:18](=[O:19])[O:20][CH3:21])[CH2:16][CH2:17]2)[cH:6][cH:7]1.[ClH:27].[Li+:26].[OH-:25]>>[Cl:1][c:2]1[c:3]([NH:22][CH2:23][CH3:24])[cH:4][c:5]([S:8](=[O:9])(=[O:10])[NH:11][CH:12]2[CH2:13][CH2:14][CH:15]([C:18](=[O:19])[OH:20])[CH2:16][CH2:17]2)[cH:6][cH:7]1.